Task: describe an organic reaction: reactants, conditions, products, and yield. Dataset: the Open Reaction Database (ORD), a public repository of structured organic reaction records RXN SMILES: [CH2:14]([CH3:15])[I:16].[H-:12].[Na+:13].[OH:1][c:2]1[cH:3][c:4]2[cH:5][cH:6][cH:7][n:8][c:9]2[cH:10][cH:11]1>>[O:1]([c:2]1[cH:3][c:4]2[cH:5][cH:6][cH:7][n:8][c:9]2[cH:10][cH:11]1)[CH2:14][CH3:15]. Starting materials: CCI, [H-], [Na+], Oc1ccc2ncccc2c1. Product: CCOc1ccc2ncccc2c1. The reactants are O=C(Nc1cc2ccccc2cn1)c1ccccc1NCc1ccnc(Br)c1, O=C([O-])[O-], CCCC(N)=O, ClCCl, [Cs+], [Cs+], C1COCCO1. Product: CCCC(=O)Nc1cc(CNc2ccccc2C(=O)Nc2cc3ccccc3cn2)ccn1. As a reaction SMILES: [Br:1][c:2]1[n:3][cH:4][cH:5][c:6]([CH2:8][NH:9][c:10]2[c:11]([C:12](=[O:13])[NH:14][c:15]3[n:16][cH:17][c:18]4[cH:19][cH:20][cH:21][cH:22][c:23]4[cH:24]3)[cH:25][cH:26][cH:27][cH:28]2)[cH:7]1.[C:29](=[O:30])([O-:31])[O-:32].[C:35]([CH2:36][CH2:37][CH3:38])(=[O:39])[NH2:40].[CH2:41]([Cl:42])[Cl:43].[Cs+:33].[Cs+:34].[O:44]1[CH2:45][CH2:46][O:47][CH2:48][CH2:49]1>>[c:2]1([NH:40][C:35]([CH2:36][CH2:37][CH3:38])=[O:39])[n:3][cH:4][cH:5][c:6]([CH2:8][NH:9][c:10]2[c:11]([C:12](=[O:13])[NH:14][c:15]3[n:16][cH:17][c:18]4[cH:19][cH:20][cH:21][cH:22][c:23]4[cH:24]3)[cH:25][cH:26][cH:27][cH:28]2)[cH:7]1. Product: O=C(Cc1ccccc1)N1CCc2c(cnc3[nH]ncc23)C1. Reactants: COc1ccc(Cn2ncc3c4c(cnc32)CN(C(=O)Cc2ccccc2)CC4)cc1, Cc1ccccc1, CO, ClCCl, O=C(O)C(F)(F)F. RXN SMILES: [CH3:1][O:2][c:3]1[cH:4][cH:5][c:6]([CH2:7][n:8]2[n:9][cH:10][c:11]3[c:12]2[n:13][cH:14][c:15]2[c:20]3[CH2:19][CH2:18][N:17]([C:21]([CH2:22][c:23]3[cH:24][cH:25][cH:26][cH:27][cH:28]3)=[O:29])[CH2:16]2)[cH:30][cH:31]1.[CH3:39][c:40]1[cH:41][cH:42][cH:43][cH:44][cH:45]1.[CH3:46][OH:47].[Cl:48][CH2:49][Cl:50].[OH:32][C:33]([C:34]([F:35])([F:36])[F:37])=[O:38]>>[nH:8]1[n:9][cH:10][c:11]2[c:12]1[n:13][cH:14][c:15]1[c:20]2[CH2:19][CH2:18][N:17]([C:21]([CH2:22][c:23]2[cH:24][cH:25][cH:26][cH:27][cH:28]2)=[O:29])[CH2:16]1. The reactants are C(C)(C)(C)OC(=O)N1CCC(CC1)OC1=NC=C(C=C1)C#N (1-(t-butyloxycarbonyl),4-(5-cyano,2-pyridinyloxy)piperidine), FC(C(=O)O)(F)F (trifluoroacetic acid). Solvent: ClCCl (dichloromethane). Conditions: time 1 hour. Yields the product C(#N)C=1C=CC(=NC1)OC1CCNCC1 (4-(5-cyano,2-pyridyloxy)piperidine). Yield: 31.4%. Reaction SMILES: C(OC([N:8]1[CH2:13][CH2:12][CH:11]([O:14][C:15]2[CH:20]=[CH:19][C:18]([C:21]#[N:22])=[CH:17][N:16]=2)[CH2:10][CH2:9]1)=O)(C)(C)C.FC(F)(F)C(O)=O>ClCCl>[C:21]([C:18]1[CH:19]=[CH:20][C:15]([O:14][CH:11]2[CH2:12][CH2:13][NH:8][CH2:9][CH2:10]2)=[N:16][CH:17]=1)#[N:22]. Procedure details: To 1-(t-butyloxycarbonyl),4-(5-cyano,2-pyridinyloxy)piperidine (1.6 g) in dichloromethane (20 mL) was added trifluoroacetic acid (1.2 mL) and the reaction stirred at room temperature for 1 hour. The reaction was quenched by evaporation of trifluoroacetic acid dissolving the residue in water, basifying with sodium hydrogen carbonate and extracting the dichloromethane. The organic layer was then washed with water, brine, dried (MgSO4) and evaporated to yield 4-(5-cyano,2-pyridyloxy)piperidine as a... Reactants: Cn1nccc1-c1csc(C(=O)O)c1, CC(C)(C)OC(=O)NC(Cc1ccccc1C(F)(F)F)C(=O)O, CCN(C(C)C)C(C)C, ClC(Cl)Cl, NC(Cc1ccc(Cl)c(Cl)c1)CN1C(=O)c2ccccc2C1=O. Yields the product Cn1nccc1-c1csc(C(=O)NC(Cc2ccc(Cl)c(Cl)c2)CN2C(=O)c3ccccc3C2=O)c1. As a reaction SMILES: [CH3:1][n:2]1[n:3][cH:4][cH:5][c:6]1-[c:7]1[cH:8][c:9]([C:12](=[O:13])[OH:14])[s:10][cH:11]1.[CH3:38][C:39]([O:40][C:41]([NH:42][CH:43]([C:44]([OH:45])=[O:46])[CH2:47][c:48]1[cH:49][cH:50][cH:51][cH:52][c:53]1[C:54]([F:55])([F:56])[F:57])=[O:58])([CH3:59])[CH3:60].[CH:61]([N:62]([CH2:63][CH3:64])[CH:65]([CH3:66])[CH3:67])([CH3:68])[CH3:69].[CH:70]([Cl:71])([Cl:72])[Cl:73].[NH2:15][CH:16]([CH2:17][N:18]1[C:19](=[O:28])[c:20]2[cH:21][cH:22][cH:23][cH:24][c:25]2[C:26]1=[O:27])[CH2:29][c:30]1[cH:31][c:32]([Cl:37])[c:33]([Cl:36])[cH:34][cH:35]1>>[CH3:1][n:2]1[n:3][cH:4][cH:5][c:6]1-[c:7]1[cH:8][c:9]([C:12](=[O:14])[NH:15][CH:16]([CH2:17][N:18]2[C:19](=[O:28])[c:20]3[cH:21][cH:22][cH:23][cH:24][c:25]3[C:26]2=[O:27])[CH2:29][c:30]2[cH:31][c:32]([Cl:37])[c:33]([Cl:36])[cH:34][cH:35]2)[s:10][cH:11]1. Reactants: C(C)(C)(C)OC(=O)N1C(CCC1)C=1SC(=CN1)CCC(=O)OC (2-[5-(2-Methoxycarbonyl-ethyl)-thiazol-2-yl]-pyrrolidine-1-carboxylic acid tert-butyl ester), Cl (hydrochloric acid). Solvent: O1CCOCC1 (dioxane). Yields the product COC(CCC1=CN=C(S1)C1NCCC1)=O (3-(2-Pyrrolidin-2-yl-thiazol-5-yl)-propionic acid methyl ester). As a reaction SMILES: C(OC([N:8]1[CH2:12][CH2:11][CH2:10][CH:9]1[C:13]1[S:14][C:15]([CH2:18][CH2:19][C:20]([O:22][CH3:23])=[O:21])=[CH:16][N:17]=1)=O)(C)(C)C.Cl>O1CCOCC1>[CH3:23][O:22][C:20](=[O:21])[CH2:19][CH2:18][C:15]1[S:14][C:13]([CH:9]2[CH2:10][CH2:11][CH2:12][NH:8]2)=[N:17][CH:16]=1. Procedure: A solution of 2-[5-(2-Methoxycarbonyl-ethyl)-thiazol-2-yl]-pyrrolidine-1-carboxylic acid tert-butyl ester (0.37 g, 1.09 mmol) in a solution of hydrochloric acid in dioxane (4N, 10 mL) was stirred at room temperature for 1 h. The solvent was removed in vacuo and the residue dissolved in methylene chloride. The methylene chloride was removed in vacuo and the residue dissolved again in methylene chloride. The solvent was removed in vacuo and the residue used without purification. MS: Calc'd for C11... Reactants: COC=1C=C2NC=C(CCN)C2=CC1 (6-Methoxytryptamine), Cl (HCl), C(C)(=O)O[BH-](OC(C)=O)OC(C)=O.[Na+] (sodium triacetoxyborohydride), CN(C1(CCC(CC1)=O)C1=CC=CC=C1)C (4-dimethylamino-4-phenylcyclohexanone). Run in ClCCCl (1,2-dichloroethane), C1CCOC1 (THF), O (water), C(C)(=O)O (acetic acid). Product: Cl.Cl.COC=1C=C2C(=CNC2=CC1)CCNC1CCC(CC1)(N(C)C)C1=CC=CC=C1 (N′-[2-(5-Methoxy-1H-indol-3-yl)-ethyl]-N,N-dimethyl-1-phenyl-cyclohexane-1,4-diamine dihydrochloride). As a reaction SMILES: CO[C:3]1[CH:4]=[C:5]2[C:12](=[CH:13][CH:14]=1)[C:8]([CH2:9][CH2:10][NH2:11])=[CH:7][NH:6]2.[CH3:15][N:16]([CH3:30])[C:17]1([C:24]2[CH:29]=[CH:28][CH:27]=[CH:26][CH:25]=2)[CH2:22][CH2:21][C:20](=O)[CH2:19][CH2:18]1.[C:31](O[BH-](OC(=O)C)OC(=O)C)(=[O:33])C.[Na+].[ClH:45]>ClCCCl.C1COCC1.O.C(O)(=O)C>[ClH:45].[ClH:45].[CH3:31][O:33][C:14]1[CH:13]=[C:12]2[C:5](=[CH:4][CH:3]=1)[NH:6][CH:7]=[C:8]2[CH2:9][CH2:10][NH:11][CH:20]1[CH2:21][CH2:22][C:17]([C:24]2[CH:29]=[CH:28][CH:27]=[CH:26][CH:25]=2)([N:16]([CH3:30])[CH3:15])[CH2:18][CH2:19]1 |f:2.3,9.10.11|. Procedure details: 6-Methoxytryptamine (495 mg) was dissolved until clear in dry 1,2-dichloroethane and THF (5 ml/15 ml) under argon. After addition of 4-dimethylamino-4-phenylcyclohexanone (565 mg) and glacial acetic acid (148 μl), stirring was carried out for two hours at RT, before sodium triacetoxyborohydride (858 mg) was added. The reaction mixture was stirred for two days at RT. For working up, water (15 ml) and 5.5M HCl (1.5 ml) were added to the reaction mixture. The phases were separated, the aqueous phas... Reactants: CCCCCC (hexane), OC=1C=C(C#N)C=CC1O (3,4-dihydroxy-benzonitrile), CC(C)([O-])C.[K+] (potassium tert-butoxide), C(C1=CC=CC=C1)Cl (benzyl chloride). Solvent: C(C)(=O)OCC (ethyl acetate), CS(=O)C (dimethylsulfoxide). Conditions: time 24 hour. The product is C(C1=CC=CC=C1)OC1=C(C=C(C#N)C=C1)O (4benzyloxy-3-hydroxy-benzonitrile). Isolated yield 105.7%. As a reaction SMILES: [OH:1][C:2]1[CH:3]=[C:4]([CH:7]=[CH:8][C:9]=1[OH:10])[C:5]#[N:6].CC(C)([O-])C.[K+].[CH2:17](Cl)[C:18]1[CH:23]=[CH:22][CH:21]=[CH:20][CH:19]=1.CCCCCC>CS(C)=O.C(OCC)(=O)C>[CH2:17]([O:10][C:9]1[CH:8]=[CH:7][C:4]([C:5]#[N:6])=[CH:3][C:2]=1[OH:1])[C:18]1[CH:23]=[CH:22][CH:21]=[CH:20][CH:19]=1 |f:1.2|. Procedure details: To a solution of 3,4-dihydroxy-benzonitrile (1.36 g, 10 mmol) and potassium tert-butoxide (1.5 g, 13 mmol) in dimethylsulfoxide (15 mL) was added benzyl chloride (1.5 mL, 13 mmol) under nitrogen atmosphere at room temperature, and the solution was stirred for 24 hours. Silica gel (100 mL) was added portionwise to the reaction solution for adsorption, a pale yellow oil of 4benzyloxy-3-hydroxy-benzonitrile (2.38 g) was obtained by silica gel column chromatography (hexane:ethyl acetate=7:3), in add...